From a dataset of the Open Reaction Database (ORD), a public repository of structured organic reaction records. describe an organic reaction: reactants, conditions, products, and yield The reactants are CCCCCBr, CN(C)C=O, [H-], O=C1Nc2ccccc2C1=O, [Na+], O. Yields the product CCCCCN1C(=O)C(=O)c2ccccc21. As a reaction SMILES: [CH2:14]([CH2:15][CH2:16][CH2:17][CH3:18])[Br:19].[CH3:21][N:22]([CH3:23])[CH:24]=[O:25].[H-:1].[NH:3]1[C:4](=[O:13])[C:5](=[O:12])[c:6]2[cH:7][cH:8][cH:9][cH:10][c:11]21.[Na+:2].[OH2:20]>>[N:3]1([CH2:14][CH2:15][CH2:16][CH2:17][CH3:18])[C:4](=[O:13])[C:5](=[O:12])[c:6]2[cH:7][cH:8][cH:9][cH:10][c:11]21. The reactants are CC1=NC=2SC=3CNCCC3C2C(=C1C(C)=O)C1=CC=CC=C1 (1-(2-methyl-4-phenyl-5,6,7,8-tetrahydro-9-thia-1,7-diaza-fluoren-3-yl)-ethanone). The reagents and catalysts are [Pd] (palladium on charcoal). Run in C1(=CC=CC=C1)C=CC1=CC=CC=C1 (diphenylethylene). Reaction conditions: temperature 150 celsius. Yields the product CC1=NC=2SC3=CN=CC=C3C2C(=C1C(C)=O)C1=CC=CC=C1 (1-(2-methyl-4-phenyl-9-thia-1,7-diaza-fluoren-3-yl)-ethanone). The yield is 10.9%. Reaction SMILES: [CH3:1][C:2]1[C:14]([C:15](=[O:17])[CH3:16])=[C:13]([C:18]2[CH:23]=[CH:22][CH:21]=[CH:20][CH:19]=2)[C:12]2[C:11]3[CH2:10][CH2:9][NH:8][CH2:7][C:6]=3[S:5][C:4]=2[N:3]=1>C1(C=CC2C=CC=CC=2)C=CC=CC=1.[Pd]>[CH3:1][C:2]1[C:14]([C:15](=[O:17])[CH3:16])=[C:13]([C:18]2[CH:23]=[CH:22][CH:21]=[CH:20][CH:19]=2)[C:12]2[C:11]3[C:6](=[CH:7][N:8]=[CH:9][CH:10]=3)[S:5][C:4]=2[N:3]=1. Procedure: To a stirred solution of 0.70 g (2.17 mmol) 1-(2-methyl-4-phenyl-5,6,7,8-tetrahydro-9-thia-1,7-diaza-fluoren-3-yl)-ethanone in 10 ml diphenylethylene was added 325 mg palladium on charcoal 10%. The mixture was stirred over night at 150° C., and then poured onto ethyl acetate (about 150 ml), and extracted three times aqueous HCl (1M). The combined aqueous phases were basified with K2CO3 until ph=8, and then the product was extracted with ethyl acetate. The combined organic phase were dried over s... The reactants are CCOC(=O)CC(=O)C(C)C, ClCCl, O=S(=O)(Cl)Cl. The product is CCOC(=O)CC(=O)C(C)(C)Cl. As a reaction SMILES: [C:1]([CH:2]([CH3:3])[CH3:4])(=[O:5])[CH2:6][C:7](=[O:8])[O:9][CH2:10][CH3:11].[Cl:17][CH2:18][Cl:19].[S:12]([Cl:13])(=[O:14])([Cl:15])=[O:16]>>[C:1]([C:2]([CH3:3])([CH3:4])[Cl:15])(=[O:5])[CH2:6][C:7](=[O:8])[O:9][CH2:10][CH3:11]. Procedure details: (S)-[3-(N,N-Dibenzylamino)-2-hydroxypropoxy]-2,3-diaminobenzene (1 g, 2.7mmol) was dissolved in N,N Dimethylformamide (10 mL) and imidazole (0.27 g, 4.0 mmol) and tert-butyldimethylsilyl chloride (0.6 g, 4.0 mmol) were added. The solution was stirred at ambient temperature for 18 hours and then was partitioned between chloroform and water. The combined organic extracts were dried over sodium sulfate and concentrated in vacuo to give the desired benzimidazole 1.3 g (96%). NMR. The yield is 96.0%. The solvent is CN(C=O)C (N,N Dimethylformamide). Product: C[Si](O[C@H](COC1=CC=CC=2N=CNC21)CN(CC2=CC=CC=C2)CC2=CC=CC=C2)(C(C)(C)C)C ((S)-4-[2-(Dimethyl-tert-butylsilyl)oxy-3-(dibenzylamino)propoxy]benzimidazole). Run at time 18 hour. Reaction SMILES: [CH2:1]([N:8]([CH2:16][C@H:17]([OH:28])[CH2:18][O:19][C:20]1[CH:25]=[CH:24][CH:23]=[C:22]([NH2:26])[C:21]=1[NH2:27])[CH2:9][C:10]1[CH:15]=[CH:14][CH:13]=[CH:12][CH:11]=1)[C:2]1[CH:7]=[CH:6][CH:5]=[CH:4][CH:3]=1.N1C=CN=[CH:30]1.[Si:34](Cl)([C:37]([CH3:40])([CH3:39])[CH3:38])([CH3:36])[CH3:35]>CN(C)C=O>[CH3:35][Si:34]([CH3:36])([C:37]([CH3:40])([CH3:39])[CH3:38])[O:28][C@@H:17]([CH2:16][N:8]([CH2:9][C:10]1[CH:15]=[CH:14][CH:13]=[CH:12][CH:11]=1)[CH2:1][C:2]1[CH:7]=[CH:6][CH:5]=[CH:4][CH:3]=1)[CH2:18][O:19][C:20]1[C:21]2[NH:27][CH:30]=[N:26][C:22]=2[CH:23]=[CH:24][CH:25]=1. Starting materials: N1C=NC=C1 (imidazole), [Si](C)(C)(C(C)(C)C)Cl (tert-butyldimethylsilyl chloride), C(C1=CC=CC=C1)N(CC1=CC=CC=C1)C[C@@H](COC1=C(C(=CC=C1)N)N)O ((S)-[3-(N,N-Dibenzylamino)-2-hydroxypropoxy]-2,3-diaminobenzene). Product: C(#N)[C@H]1C[C@@H](N(C1)C1=CC=2N(C=C1)N=CC2C(=O)N)C2=CC(=CC=C2)F (5-((2R,4S)-4-cyano-2-(3-fluorophenyl)pyrrolidin-1-yl)pyrazolo[1,5-a]pyridine-3-carboxamide). Procedure details: A solution of 5-((2R,4S)-4-cyano-2-(3-fluorophenyl)pyrrolidin-1-yl)-N,N-bis(4-methoxybenzyl)pyrazolo[1,5-a]pyridine-3-carboxamide (I-35) (15 mg, 0.025 mmol) in TFA (0.5 mL) was heated to 60° C. for 2 hours. The reaction was reduced to dryness and the crude material was taken up in DMSO and purified by preparative LCMS and lyophilized to give 5-((2R,4S)-4-cyano-2-(3-fluorophenyl)pyrrolidin-1-yl)pyrazolo[1,5-a]pyridine-3-carboxamide (X-25). 1H NMR (400 MHz, CD3CN) δ 8.22 (d, J=7.8 Hz, 1 H), 8.05 (... The reactants are C(#N)[C@H]1C[C@@H](N(C1)C1=CC=2N(C=C1)N=CC2C(=O)N(CC2=CC=C(C=C2)OC)CC2=CC=C(C=C2)OC)C2=CC(=CC=C2)F (5-((2R,4S)-4-cyano-2-(3-fluorophenyl)pyrrolidin-1-yl)-N,N-bis(4-methoxybenzyl)pyrazolo[1,5-a]pyridine-3-carboxamide), crude material. The solvent is C(=O)(C(F)(F)F)O (TFA), CS(=O)C (DMSO). RXN SMILES: [C:1]([C@@H:3]1[CH2:7][N:6]([C:8]2[CH:13]=[CH:12][N:11]3[N:14]=[CH:15][C:16]([C:17]([N:19](CC4C=CC(OC)=CC=4)CC4C=CC(OC)=CC=4)=[O:18])=[C:10]3[CH:9]=2)[C@@H:5]([C:38]2[CH:43]=[CH:42][CH:41]=[C:40]([F:44])[CH:39]=2)[CH2:4]1)#[N:2]>C(O)(C(F)(F)F)=O.CS(C)=O>[C:1]([C@@H:3]1[CH2:7][N:6]([C:8]2[CH:13]=[CH:12][N:11]3[N:14]=[CH:15][C:16]([C:17]([NH2:19])=[O:18])=[C:10]3[CH:9]=2)[C@@H:5]([C:38]2[CH:43]=[CH:42][CH:41]=[C:40]([F:44])[CH:39]=2)[CH2:4]1)#[N:2]. Reactants: CCN(CC)C(=O)CCl, Nc1ccc(C(=O)O)cc1, c1ccccc1. The product is CCN(CC)C(=O)COC(=O)c1ccc(N)cc1. As a reaction SMILES: [Cl:11][CH2:12][C:13](=[O:14])[N:15]([CH2:16][CH3:17])[CH2:18][CH3:19].[NH2:1][c:2]1[cH:3][cH:4][c:5]([C:8]([OH:9])=[O:10])[cH:6][cH:7]1.[cH:20]1[cH:21][cH:22][cH:23][cH:24][cH:25]1>>[NH2:1][c:2]1[cH:3][cH:4][c:5]([C:8]([O:9][CH2:12][C:13](=[O:14])[N:15]([CH2:16][CH3:17])[CH2:18][CH3:19])=[O:10])[cH:6][cH:7]1. Starting materials: COCOC=1C=C(C(=O)O)C=C(C1C\C=C\C1=CC=CC=C1)OCOC (3,5-bis-methoxymethoxy-4-((E)-3-phenyl-allyl)-benzoic acid), OS(=O)(=O)O (H2SO4), CO (MeOH). The product is COC(C1=CC(=C(C(=C1)O)C\C=C\C1=CC=CC=C1)O)=O (3,5-Dihydroxy-4-((E)-3-phenyl-allyl)-benzoic acid methyl ester). Yield: 73.0%. RXN SMILES: COC[O:4][C:5]1[CH:6]=[C:7]([CH:11]=[C:12]([O:23]COC)[C:13]=1[CH2:14]/[CH:15]=[CH:16]/[C:17]1[CH:22]=[CH:21][CH:20]=[CH:19][CH:18]=1)[C:8]([OH:10])=[O:9].OS(O)(=O)=O.[CH3:32]O>>[CH3:32][O:10][C:8](=[O:9])[C:7]1[CH:6]=[C:5]([OH:4])[C:13]([CH2:14]/[CH:15]=[CH:16]/[C:17]2[CH:22]=[CH:21][CH:20]=[CH:19][CH:18]=2)=[C:12]([OH:23])[CH:11]=1. Procedure: To a solution of 3,5-bis-methoxymethoxy-4-((E)-3-phenyl-allyl)-benzoic acid (220 g) (18 g, 0.05 mol) in MeOH (300 mL) was added catalytic amount of conc. H2SO4 (3 mL) in one portion. The mixture was refluxed overnight. The solution was concentrated. The residue was dissolved in CH2Cl2 (75 mL) and washed with sat. NaHCO3 (25 mL). The organic layers were dried and concentrated to give a brown solid (12 g, 73% yield). 1H NMR (400 MHz, CDCl3): δ 9.63 (s, 2H), 7.11-7.34 (m, 5H), 6.93 (s, 2H), 6.32 (s...